The task is: describe an organic reaction: reactants, conditions, products, and yield. This data is from the Open Reaction Database (ORD), a public repository of structured organic reaction records. The reactants are [C-]#N.[Na+] (sodium cyanide), Cl.OCC=1N=C(NC1C)C1=CC=C(C=C1)OC (4-hydroxymethyl-2-p-methoxyphenyl-5-methyl-imidazole hydrochloride), thionyl chlorine, ice. Solvent: CS(=O)C (DMSO), C(Cl)(Cl)Cl (chloroform), C(Cl)(Cl)Cl (CHCl3). Conditions: time 5 hour. Product: C(#N)CC=1N=C(NC1C)C1=CC=C(C=C1)OC (4-cyanomethyl-2-(p-methoxyphenyl)-5-methyl-imidazole). Isolated yield 91.0%. As a reaction SMILES: Cl.O[CH2:3][C:4]1[N:5]=[C:6]([C:10]2[CH:15]=[CH:14][C:13]([O:16][CH3:17])=[CH:12][CH:11]=2)[NH:7][C:8]=1[CH3:9].S(=Cl)=O.[C-:21]#[N:22].[Na+]>C(Cl)(Cl)Cl.CS(C)=O>[C:21]([CH2:3][C:4]1[N:5]=[C:6]([C:10]2[CH:15]=[CH:14][C:13]([O:16][CH3:17])=[CH:12][CH:11]=2)[NH:7][C:8]=1[CH3:9])#[N:22] |f:0.1,3.4|. Procedure: To a stirred slurry of 15.3 g (0.06 mole) of 4-hydroxymethyl-2-p-methoxyphenyl-5-methyl-imidazole hydrochloride in 200 ml of chloroform are added 15 g (0.12 mole) of thionyl chlorine in CHCl3. Vigorous evolution of gas is observed during the addition. The reaction mixture is stirred at room temperature for 5 hours, during which time the slurry dissolves to form a pale pink solution. The solvent is then removed under reduced pressure and the solid residue taken up in fresh CHCl3. The solution is ... Reactants: mixed solvent, COC1=C(C=C(C(=C1)OCOC)OC)OCOC (1,4-dimethoxy-2,5-bis(methoxymethoxy)benzene), C(C)(CC)[Li] (secbutyllithium), BrCCCC#CCCCC (1-bromo-4-nonyne), [I-].[Na+] (sodium iodide). The solvent is C1=CC=CC=C1.C(C)OCC (benzene diethyl ether), C(C)(=O)OCC.CCCCCC (ethyl acetate n-hexane), O1CCCC1 (tetrahydrofuran), CN(P(N(C)C)(N(C)C)=O)C (hexamethylphosphoric triamide). Reaction conditions: temperature -78 celsius, time 30 minute. Product: COC1=C(C(=C(C(=C1)OCOC)OC)CCCC#CCCCC)OCOC (1,4-dimethoxy-2,5-bis(methoxymethoxy)-3-(4-nonynyl)benzene). RXN SMILES: [CH3:1][O:2][C:3]1[CH:8]=[C:7]([O:9][CH2:10][O:11][CH3:12])[C:6]([O:13][CH3:14])=[CH:5][C:4]=1[O:15][CH2:16][O:17][CH3:18].C([Li])(CC)C.Br[CH2:25][CH2:26][CH2:27][C:28]#[C:29][CH2:30][CH2:31][CH2:32][CH3:33].[I-].[Na+]>O1CCCC1.C(OCC)(=O)C.CCCCCC.C1C=CC=CC=1.C(OCC)C.CN(C)P(=O)(N(C)C)N(C)C>[CH3:14][O:13][C:6]1[CH:5]=[C:4]([O:15][CH2:16][O:17][CH3:18])[C:3]([O:2][CH3:1])=[C:8]([CH2:25][CH2:26][CH2:27][C:28]#[C:29][CH2:30][CH2:31][CH2:32][CH3:33])[C:7]=1[O:9][CH2:10][O:11][CH3:12] |f:3.4,6.7,8.9|. Procedure details: 3.0 Grams of 1,4-dimethoxy-2,5-bis(methoxymethoxy)benzene was dissolved in 500 ml of anhydrous tetrahydrofuran, this solution was cooled to -78° C. on a dry ice-acetone bath under an atmosphere of argon gas. To this solution was added dropwise 10.7 ml of secbutyllithium (1.3M cyclohexane solution), and stirred for 30 minutes. Then 3.54 g of 1-bromo-4-nonyne was added dropwise thereto, further 2.1 g of sodium iodide and 60 ml of hexamethylphosphoric triamide were added to the reaction mixture and... RXN SMILES: [NH2:10][c:11]1[n:12][n:13]([CH2:27][O:28][CH2:29][CH2:30][Si:31]([CH3:32])([CH3:33])[CH3:34])[c:14]2[cH:15][c:16]([Cl:26])[c:17](-[c:20]3[cH:21][cH:22][cH:23][cH:24][cH:25]3)[cH:18][c:19]12.[O:1]=[C:2]=[N:3][c:4]1[cH:5][cH:6][cH:7][cH:8][cH:9]1.[O:35]1[CH2:36][CH2:37][CH2:38][CH2:39]1>>[O:1]=[C:2]([NH:3][c:4]1[cH:5][cH:6][cH:7][cH:8][cH:9]1)[NH:10][c:11]1[n:12][n:13]([CH2:27][O:28][CH2:29][CH2:30][Si:31]([CH3:32])([CH3:33])[CH3:34])[c:14]2[cH:15][c:16]([Cl:26])[c:17](-[c:20]3[cH:21][cH:22][cH:23][cH:24][cH:25]3)[cH:18][c:19]12. The reactants are C[Si](C)(C)CCOCn1nc(N)c2cc(-c3ccccc3)c(Cl)cc21, O=C=Nc1ccccc1, C1CCOC1. Product: C[Si](C)(C)CCOCn1nc(NC(=O)Nc2ccccc2)c2cc(-c3ccccc3)c(Cl)cc21. The reactants are [BH3-]C#N, CC(=O)O, N#Cc1ccc(O)c(N)c1, [Na+], CC(C)(C)OC(=O)N1CCC(=O)CC1, C1CCOC1. Product: CC(C)(C)OC(=O)N1CCC(Nc2cc(C#N)ccc2O)CC1. As a reaction SMILES: [C:1]([BH3-:2])#[N:3].[CH3:29][C:30](=[O:31])[OH:32].[NH2:5][c:6]1[cH:7][c:8]([C:9]#[N:10])[cH:11][cH:12][c:13]1[OH:14].[Na+:4].[O:15]=[C:16]1[CH2:17][CH2:18][N:19]([C:22](=[O:23])[O:24][C:25]([CH3:26])([CH3:27])[CH3:28])[CH2:20][CH2:21]1.[O:33]1[CH2:34][CH2:35][CH2:36][CH2:37]1>>[NH:5]([c:6]1[cH:7][c:8]([C:9]#[N:10])[cH:11][cH:12][c:13]1[OH:14])[CH:16]1[CH2:17][CH2:18][N:19]([C:22](=[O:23])[O:24][C:25]([CH3:26])([CH3:27])[CH3:28])[CH2:20][CH2:21]1. Reactants: CC(C)C[Al+]CC(C)C, CCOCC, COC(=O)c1cnc(Cl)cn1, [H-], [Na+], C1CCOC1, [OH-]. Product: OCc1cnc(Cl)cn1. RXN SMILES: [CH2:2]([Al+:3][CH2:4][CH:5]([CH3:6])[CH3:7])[CH:8]([CH3:9])[CH3:10].[CH3:29][CH2:30][O:31][CH2:32][CH3:33].[Cl:11][c:12]1[n:13][cH:14][c:15]([C:18](=[O:19])[O:20][CH3:21])[n:16][cH:17]1.[H-:1].[Na+:23].[O:24]1[CH2:25][CH2:26][CH2:27][CH2:28]1.[OH-:22]>>[Cl:11][c:12]1[n:13][cH:14][c:15]([CH2:18][OH:19])[n:16][cH:17]1. Reactants: [Br-], C1CCOC1, [Li]CCCC, [Cu], CI, [Li+], S=C=S, c1ccc(-c2cccs2)cc1. Product: CSC(=S)c1ccc(-c2ccccc2)s1. As a reaction SMILES: [Br-:18].[CH2:24]1[O:25][CH2:26][CH2:27][CH2:28]1.[CH3:1][CH2:2][CH2:3][CH2:4][Li:5].[Cu:29].[I:22][CH3:23].[Li+:17].[S:19]=[C:20]=[S:21].[c:6]1(-[c:12]2[s:13][cH:14][cH:15][cH:16]2)[cH:7][cH:8][cH:9][cH:10][cH:11]1>>[c:6]1(-[c:12]2[s:13][c:14]([C:20](=[S:19])[S:21][CH3:23])[cH:15][cH:16]2)[cH:7][cH:8][cH:9][cH:10][cH:11]1. The reactants are CC(C)(Br)C(=O)O, COc1ccccc1C(=O)NCCc1ccc(-c2ccc(O)cc2)cc1, CO, ClC(Cl)Cl. Yields the product COc1ccccc1C(=O)NCCc1ccc(-c2ccc(OC(C)(C)C(=O)O)cc2)cc1. Reaction SMILES: [Br:27][C:28]([C:29](=[O:30])[OH:31])([CH3:32])[CH3:33].[CH3:1][O:2][c:3]1[c:4]([C:5](=[O:6])[NH:7][CH2:8][CH2:9][c:10]2[cH:11][cH:12][c:13](-[c:16]3[cH:17][cH:18][c:19]([OH:22])[cH:20][cH:21]3)[cH:14][cH:15]2)[cH:23][cH:24][cH:25][cH:26]1.[CH3:34][OH:35].[CH:36]([Cl:37])([Cl:38])[Cl:39]>>[CH3:1][O:2][c:3]1[c:4]([C:5](=[O:6])[NH:7][CH2:8][CH2:9][c:10]2[cH:11][cH:12][c:13](-[c:16]3[cH:17][cH:18][c:19]([O:22][C:28]([C:29](=[O:30])[OH:31])([CH3:32])[CH3:33])[cH:20][cH:21]3)[cH:14][cH:15]2)[cH:23][cH:24][cH:25][cH:26]1. Product: ClC=1C=C2C(=NC1)NC=C2C2=NC=C(C(=N2)NC[C@@H]2CN(CCC2)C(=O)OC(C)(C)C)F ((R)-tert-butyl 3-((2-(5-chloro-1H-pyrrolo[2,3-b]pyridin-3-yl)-5-fluoropyrimidin-4-ylamino)methyl)piperidine-1-carboxylate). As a reaction SMILES: [Cl:1][C:2]1[CH:3]=[C:4]2[C:10](B3OC(C)(C)C(C)(C)O3)=[CH:9][N:8](S(C3C=CC(C)=CC=3)(=O)=O)[C:5]2=[N:6][CH:7]=1.Cl[C:31]1[N:36]=[C:35]([NH:37][CH2:38][C@H:39]2[CH2:44][CH2:43][CH2:42][N:41]([C:45]([O:47][C:48]([CH3:51])([CH3:50])[CH3:49])=[O:46])[CH2:40]2)[C:34]([F:52])=[CH:33][N:32]=1.C([O-])([O-])=O.[K+].[K+]>C1COCC1.CC(C)([P](C(C)(C)C)([Pd][P](C(C)(C)C)(C(C)(C)C)C(C)(C)C)C(C)(C)C)C>[Cl:1][C:2]1[CH:3]=[C:4]2[C:10]([C:31]3[N:36]=[C:35]([NH:37][CH2:38][C@H:39]4[CH2:44][CH2:43][CH2:42][N:41]([C:45]([O:47][C:48]([CH3:50])([CH3:49])[CH3:51])=[O:46])[CH2:40]4)[C:34]([F:52])=[CH:33][N:32]=3)=[CH:9][NH:8][C:5]2=[N:6][CH:7]=1 |f:2.3.4,^1:66,72|. Run in C1CCOC1 (THF). Reagents/catalysts: CC(C)([P](C(C)(C)C)([Pd][P](C(C)(C)C)(C(C)(C)C)C(C)(C)C)C(C)(C)C)C (bis(tri-tert-butylphosphine)palladium(0)). Starting materials: ClC=1C=C2C(=NC1)N(C=C2B2OC(C(O2)(C)C)(C)C)S(=O)(=O)C2=CC=C(C=C2)C (5-chloro-1-(p-tolylsulfonyl)-3-(4,4,5,5-tetramethyl-1,3,2-dioxaborolan-2-yl)pyrrolo[2,3-b]pyridine), ClC1=NC=C(C(=N1)NC[C@@H]1CN(CCC1)C(=O)OC(C)(C)C)F ((R)-tert-butyl 3-((2-chloro-5-fluoropyrimidin-4-ylamino)methyl)-piperidine-1-carboxylate), ClC1=NC=C(C(=N1)NC[C@@H]1CN(CCC1)C(=O)OC(C)(C)C)F ((R)-tert-butyl 3-((2-chloro-5-fluoropyrimidin-4-ylamino)methyl)-piperidine-1-carboxylate), C(=O)([O-])[O-].[K+].[K+] (K2CO3). Conditions: time 4 hour. Reported procedure: To a degassed solution of 5-chloro-1-(p-tolylsulfonyl)-3-(4,4,5,5-tetramethyl-1,3,2-dioxaborolan-2-yl)pyrrolo[2,3-b]pyridine (0.71 g, 1.65 mmol), (R)-tert-butyl 3-((2-chloro-5-fluoropyrimidin-4-ylamino)methyl)-piperidine-1-carboxylate, 11a, (1.19 g, 3.60 mmol) and aqueous K2CO3 (2.48 mL of 2 M solution, 4.97 mmol) in THF (30 mL) was added bis(tri-tert-butylphosphine)palladium(0) (0.17 g, 0.33 mmol). The reaction mixture was degassed for an additional 15 min. The mixture was stirred at room tempe... Starting materials: ClC1=NC2=CC=C(C=C2C=C1CO)C1=C(C=CC=C1)C ((2-chloro-6-o-tolylquinolin-3-yl)methanol), S(=O)(Cl)Cl (thionyl chloride). Solvent: C(Cl)Cl (DCM). Run at time 15 minute. Yields the product ClC1=NC2=CC=C(C=C2C=C1CCl)C1=C(C=CC=C1)C (2-chloro-3-(chloromethyl)-6-o-tolylquinoline). As a reaction SMILES: [Cl:1][C:2]1[C:11]([CH2:12]O)=[CH:10][C:9]2[C:4](=[CH:5][CH:6]=[C:7]([C:14]3[CH:19]=[CH:18][CH:17]=[CH:16][C:15]=3[CH3:20])[CH:8]=2)[N:3]=1.S(Cl)([Cl:23])=O>C(Cl)Cl>[Cl:1][C:2]1[C:11]([CH2:12][Cl:23])=[CH:10][C:9]2[C:4](=[CH:5][CH:6]=[C:7]([C:14]3[CH:19]=[CH:18][CH:17]=[CH:16][C:15]=3[CH3:20])[CH:8]=2)[N:3]=1. Procedure details: A mixture of (6-bromo-2-chloroquinolin-3-yl)methanol (19.8 g, 72.5 mmol, prepared as in example 2, step 2), o-tolylboronic acid (10.4 g, 76.1 mmol), potassium acetate (21.3 g, 217.4 mmol) and dichlorobis(4-(di-tert-butylphosphino)-N,N-dimethylaniline)palladium (II) (0.51 g, 0.72 mmol) in CH3CN (300 ml) and water (100 ml) was heated in to reflux. After 2 h, the reaction was allowed to cool to RT and the aqueous phase was discarded. The organics were washed with 2×50% brine/water, and then 2× brin...